From a dataset of the Open Reaction Database (ORD), a public repository of structured organic reaction records. describe an organic reaction: reactants, conditions, products, and yield The reactants are CCn1cc(-c2cccc(CCOCCC(=O)O)c2)cn1, COC(CNC1CCCC1)OC. The product is CCn1cc(-c2cccc(CCOCCC(=O)N(CC(OC)OC)C3CCCC3)c2)cn1. RXN SMILES: [CH2:1]([CH3:2])[n:3]1[n:4][cH:5][c:6](-[c:8]2[cH:9][c:10]([CH2:11][CH2:12][O:13][CH2:14][CH2:15][C:16](=[O:17])[OH:18])[cH:19][cH:20][cH:21]2)[cH:7]1.[CH3:22][O:23][CH:24]([CH2:25][NH:26][CH:27]1[CH2:28][CH2:29][CH2:30][CH2:31]1)[O:32][CH3:33]>>[CH2:1]([CH3:2])[n:3]1[n:4][cH:5][c:6](-[c:8]2[cH:9][c:10]([CH2:11][CH2:12][O:13][CH2:14][CH2:15][C:16](=[O:18])[N:26]([CH2:25][CH:24]([O:23][CH3:22])[O:32][CH3:33])[CH:27]3[CH2:28][CH2:29][CH2:30][CH2:31]3)[cH:19][cH:20][cH:21]2)[cH:7]1.